Dataset: the Open Reaction Database (ORD), a public repository of structured organic reaction records. Task: describe an organic reaction: reactants, conditions, products, and yield Reactants: C(C)C(C(=O)[O-])(C(=O)[O-])CC (diethylmalonate), C(C)O (ethanol), [Mg] (magnesium), C(C)O (ethanol), ice water, S(O)(O)(=O)=O (sulphuric acid), C(=O)=O.CC(=O)C (dry ice acetone), ClC1=C(C(=O)Cl)C=C(C(=C1)Cl)F (2,4-dichloro-5-fluoro-benzoyl chloride). Run in CCOCC (ether), C(Cl)(Cl)(Cl)Cl (carbon tetrachloride), CCOCC (ether). Conditions: time 1 hour. Product: ClC1=C(C(=O)C(C(=O)OCC)C(=O)OCC)C=C(C(=C1)Cl)F (diethyl 2,4-dichloro-5-fluoro-benzoyl-malonate). Reaction SMILES: [Mg].C([C:4](CC)([C:8]([O-:10])=[O:9])[C:5]([O-:7])=[O:6])C.C(=O)=O.C[C:17]([CH3:19])=O.[Cl:20][C:21]1[CH:29]=[C:28]([Cl:30])[C:27]([F:31])=[CH:26][C:22]=1[C:23](Cl)=[O:24].S(=O)(=O)(O)O.[CH2:37](O)[CH3:38]>CCOCC.C(Cl)(Cl)(Cl)Cl>[Cl:20][C:21]1[CH:29]=[C:28]([Cl:30])[C:27]([F:31])=[CH:26][C:22]=1[C:23]([CH:4]([C:8]([O:10][CH2:17][CH3:19])=[O:9])[C:5]([O:7][CH2:37][CH3:38])=[O:6])=[O:24] |f:2.3|. Reported procedure: 24.3 g of magnesium fillings are suspended in 50 ml of anhydrous ethanol. 5 ml of carbon tetrachloride are added and, when the reaction has started, a mixture of 160 g of diethylmalonate, 100 ml of absolute ethanol and 400 ml of anhydrous ether is added dropwise, whereupon vigorous reflux is to be observed. After the reaction has subsided, the mixture is heated at the boiling point for a further 2 hours and cooled to -5° C. to -10° C. with dry ice/acetone, and a solution of 227.5 g of 2,4-dichlo... The reactants are CC([C@@H](C(N1[C@@H](CCC1)C(NC1=CC=C(C=C1)CN(CC1=CC=C(C=C1)NC(=O)[C@H]1NCCC1)C1=CC=CC=C1)=O)=O)NC(OC)=O)(C)C (Methyl (S)-3,3-dimethyl-1-oxo-1-((S)-2-(4-((phenyl(4-((S)-pyrrolidine-2-carboxamido)benzyl)amino)methyl)phenylcarbamoyl)pyrrolidin-1-yl)butan-2-ylcarbamate), COC(=O)N[C@H](C(=O)O)[C@@H]1COCC1 ((S)-2-(methoxycarbonylamino)-2-((R)-tetrahydrofuran-3-yl)acetic acid). Product: COC(=O)N[C@@H](C(C)(C)C)C(=O)N1[C@H](C(=O)NC2=CC=C(C=C2)CN(C2=CC=CC=C2)CC2=CC=C(C=C2)NC([C@H]2N(CCC2)C([C@H]([C@@H]2COCC2)NC(=O)OC)=O)=O)CCC1 (N-(methoxycarbonyl)-3-methyl-L-valyl-N-(4-{[{4-[(1-{(2S)-2-[(methoxycarbonyl)amino]-2-[(3R)-tetrahydrofuran-3-yl]acetyl}-L-prolyl)amino]benzyl}(phenyl)amino]methyl}phenyl)-L-prolinamide). The yield is 67.0%. Reaction SMILES: [CH3:1][C:2]([CH3:49])([CH3:48])[C@H:3]([NH:43][C:44](=[O:47])[O:45][CH3:46])[C:4](=[O:42])[N:5]1[CH2:9][CH2:8][CH2:7][C@H:6]1[C:10](=[O:41])[NH:11][C:12]1[CH:17]=[CH:16][C:15]([CH2:18][N:19]([C:35]2[CH:40]=[CH:39][CH:38]=[CH:37][CH:36]=2)[CH2:20][C:21]2[CH:26]=[CH:25][C:24]([NH:27][C:28]([C@@H:30]3[CH2:34][CH2:33][CH2:32][NH:31]3)=[O:29])=[CH:23][CH:22]=2)=[CH:14][CH:13]=1.[CH3:50][O:51][C:52]([NH:54][C@@H:55]([C@H:59]1[CH2:63][CH2:62][O:61][CH2:60]1)[C:56](O)=[O:57])=[O:53]>>[CH3:46][O:45][C:44]([NH:43][C@H:3]([C:4]([N:5]1[CH2:9][CH2:8][CH2:7][C@H:6]1[C:10]([NH:11][C:12]1[CH:13]=[CH:14][C:15]([CH2:18][N:19]([CH2:20][C:21]2[CH:26]=[CH:25][C:24]([NH:27][C:28](=[O:29])[C@@H:30]3[CH2:34][CH2:33][CH2:32][N:31]3[C:56](=[O:57])[C@@H:55]([NH:54][C:52]([O:51][CH3:50])=[O:53])[C@H:59]3[CH2:63][CH2:62][O:61][CH2:60]3)=[CH:23][CH:22]=2)[C:35]2[CH:36]=[CH:37][CH:38]=[CH:39][CH:40]=2)=[CH:16][CH:17]=1)=[O:41])=[O:42])[C:2]([CH3:49])([CH3:48])[CH3:1])=[O:47]. Procedure details: The product of Example 10A (0.035 g, 0.052 mmol) and (S)-2-(methoxycarbonylamino)-2-((R)-tetrahydrofuran-3-yl)acetic acid were processed as in Example 25B to give 0.030 g (67%) of the title compound as a thick oil. 1H NMR (500 MHz, DMSO-D6) δ ppm 0.91 (s, 9 H) 1.66 (ddd, J=20.03, 7.21, 7.10 Hz, 1 H) 1.77-1.88 (m, 6 H) 1.90-1.99 (m, 2 H) 2.06-2.14 (m, 2 H) 3.48 (s, 6 H) 3.54-3.65 (m, 4 H) 3.66-3.75 (m, 3 H) 3.78-3.85 (m, 1 H) 4.14-4.22 (m, 2 H) 4.38 (dd, J=8.09, 5.04 Hz, 2 H) 4.53 (s, 4 H) 6.51 (...